Dataset: the Open Reaction Database (ORD), a public repository of structured organic reaction records. Task: describe an organic reaction: reactants, conditions, products, and yield Reactants: C([O-])([O-])=O.[Cs+].[Cs+] (caesium carbonate), C(C)(C)(C)OC(=O)NC1=C(C(=O)O)C=CC=C1F (2-tert-butoxycarbonylamino-3-fluoro-benzoic acid), BrCCO[Si](C)(C)C(C)(C)C ((2-bromoethoxy)-tert-butyldimethylsilane), [I-].[Na+] (sodium iodide). The solvent is CN(C)C=O (DMF). Conditions: temperature 65 celsius. Product: [Si](C)(C)(C(C)(C)C)OCCOC(C1=C(C(=CC=C1)F)NC(=O)OC(C)(C)C)=O (2-tert-Butoxycarbonylamino-3-fluorobenzoic Acid 2-(tert-butyldimethylsilanyloxy)ethyl Ester). As a reaction SMILES: C(=O)([O-])[O-].[Cs+].[Cs+].[C:7]([O:11][C:12]([NH:14][C:15]1[C:23]([F:24])=[CH:22][CH:21]=[CH:20][C:16]=1[C:17]([OH:19])=[O:18])=[O:13])([CH3:10])([CH3:9])[CH3:8].Br[CH2:26][CH2:27][O:28][Si:29]([C:32]([CH3:35])([CH3:34])[CH3:33])([CH3:31])[CH3:30].[I-].[Na+]>CN(C=O)C>[Si:29]([O:28][CH2:27][CH2:26][O:18][C:17](=[O:19])[C:16]1[CH:20]=[CH:21][CH:22]=[C:23]([F:24])[C:15]=1[NH:14][C:12]([O:11][C:7]([CH3:10])([CH3:8])[CH3:9])=[O:13])([C:32]([CH3:35])([CH3:34])[CH3:33])([CH3:31])[CH3:30] |f:0.1.2,5.6|. Procedure details: To a solution of caesium carbonate (1.63 g, 5.0 mmol) in DMF (10 ml) was added 2-tert-butoxycarbonylamino-3-fluoro-benzoic acid from Example 19A (1.15 g, 4.5 mmol), (2-bromoethoxy)-tert-butyldimethylsilane (1.08 g, 4.5 ml) and sodium iodide (680 mg, 4.5 ml). The mixture was heated at 65° C. for 3 h and evaporated in vacuo. The residue was partitioned between chloroform and brine and the organic phase was dried and evaporated in vacuo. The residue was purified by flash chromatography on silica (e...